The task is: describe an organic reaction: reactants, conditions, products, and yield. This data is from the Open Reaction Database (ORD), a public repository of structured organic reaction records. Reactants: [C-]#N.[Na+] (sodium cyanide), S(=O)(=O)(O)[O-].[Na+] (sodium hydrogensulfate), N1CCCC1 (pyrrolidine), C(C1=CC=CC=C1)=O (benzaldehyde). Procedure: To a suspension of benzaldehyde (9.4 mmol) in H2O (6 mL) are added sodium hydrogensulfate (9.4 mmol) and pyrrolidine (9.4 mmol). After stirring at room temperature for 0.5 h, to the suspension is added sodium cyanide (9.4 mmol), and the resulting mixture is stirred at room temperature for 15 h. The reaction mixture is diluted with sat. aq. NaHCO3, then extracted with AcOEt. The organic extracts are washed with water (×2) and brine, dried over Na2SO4, filtered, and concentrated in vacuo to give p... Run in O (H2O), C(=O)(O)[O-].[Na+] (NaHCO3). Conditions: time 0.5 hour. Product: C1(=CC=CC=C1)C(C#N)N1CCCC1 (phenylpyrrolidin-1-ylacetonitrile). As a reaction SMILES: [CH:1](=O)[C:2]1[CH:7]=[CH:6][CH:5]=[CH:4][CH:3]=1.S([O-])(O)(=O)=O.[Na+].[NH:15]1[CH2:19][CH2:18][CH2:17][CH2:16]1.[C-:20]#[N:21].[Na+]>O.C([O-])(O)=O.[Na+]>[C:2]1([CH:1]([N:15]2[CH2:19][CH2:18][CH2:17][CH2:16]2)[C:20]#[N:21])[CH:7]=[CH:6][CH:5]=[CH:4][CH:3]=1 |f:1.2,4.5,7.8|. Starting materials: O=C1CCC(=O)N1Br, Cc1c(Br)cccc1C(F)(F)F, [CH3], Cc1c([N+](=O)[O-])cccc1C(F)(F)F. Product: FC(F)(F)c1cccc(Br)c1CBr. Reaction SMILES: [Br:28][N:29]1[C:30](=[O:31])[CH2:32][CH2:33][C:34]1=[O:35].[Br:2][c:3]1[c:4]([CH3:13])[c:5]([C:9]([F:10])([F:11])[F:12])[cH:6][cH:7][cH:8]1.[CH3:1].[N+:14]([c:15]1[cH:16][cH:17][cH:18][c:19]([C:20]([F:21])([F:22])[F:23])[c:24]1[CH3:25])([O-:26])=[O:27]>>[Br:2][c:3]1[c:4]([CH2:13][Br:28])[c:5]([C:9]([F:10])([F:11])[F:12])[cH:6][cH:7][cH:8]1. Conditions: time 8 hour. Solvent: C(Cl)(Cl)Cl (chloroform), C(Cl)(Cl)Cl (chloroform). Reactants: CC(C1=CC[C@H]2[C@@H]3CC[C@H]4CC=CC[C@]4(C)[C@H]3CC[C@]12C)=O (5α-Pregna-2,16-dien-20-one), ClC1=CC(=CC=C1)C(=O)OO (m-chloroperbenzoic acid). Reaction SMILES: [CH3:1][C:2](=[O:22])[C:3]1[C@:20]2([CH3:21])[C@H:6]([C@H:7]3[C@H:17]([CH2:18][CH2:19]2)[C@:15]2([CH3:16])[C@H:10]([CH2:11][CH:12]=[CH:13][CH2:14]2)[CH2:9][CH2:8]3)[CH2:5][CH:4]=1.ClC1C=CC=C(C(OO)=[O:31])C=1>C(Cl)(Cl)Cl>[O:31]1[C@H:12]2[CH2:11][C@H:10]3[C@:15]([CH3:16])([CH2:14][C@@H:13]12)[C@@H:17]1[C@H:7]([C@H:6]2[C@:20]([CH3:21])([CH2:19][CH2:18]1)[C:3]([C:2](=[O:22])[CH3:1])=[CH:4][CH2:5]2)[CH2:8][CH2:9]3. Procedure details: 5α-Pregna-2,16-dien-20-one (3.0 g.) in chloroform (50 ml.) was treated with m-chloroperbenzoic acid (85%, 2.0 g.). The solution was stirred at room temperature overnight, diluted with more chloroform (50 ml.), washed with dilute potassium bicarbonate solution and with water, dried over sodium sulphate and evaporated to an oil which crystallised on standing. Recrystallisation from ethyl acetate/petrol gave title compound (2.75 g.) as colourless plates, m.p. 145°-149° [α]D + 74.5°, λmax. 238 nm (ε... The product is O1[C@H]2[C@@H]1C[C@@H]1CC[C@H]3[C@@H]4CC=C(C(C)=O)[C@]4(CC[C@@H]3[C@]1(C2)C)C (2α,3α-Epoxy-5α-pregn-16-en-20-one). Isolated yield 87.0%. RXN SMILES: [NH2:1][C:2]1[N:7]=[CH:6][C:5]([C:8]2[CH:9]=[C:10]([CH:14]=[CH:15][CH:16]=2)[C:11](O)=[O:12])=[CH:4][C:3]=1[C:17](=[O:25])[NH:18][C:19]1[CH:24]=[CH:23][N:22]=[CH:21][CH:20]=1.[CH2:26]([NH:28][CH2:29][CH3:30])[CH3:27]>>[NH2:1][C:2]1[N:7]=[CH:6][C:5]([C:8]2[CH:16]=[CH:15][CH:14]=[C:10]([C:11](=[O:12])[N:28]([CH2:29][CH3:30])[CH2:26][CH3:27])[CH:9]=2)=[CH:4][C:3]=1[C:17]([NH:18][C:19]1[CH:20]=[CH:21][N:22]=[CH:23][CH:24]=1)=[O:25]. Reported procedure: Reaction of 3-[6-amino-5-(pyridin-4-ylcarbamoyl)-pyridin-3-yl]-benzoic acid with diethyl amine gives “A98”; method 1: HPLC/MS: 1.37 min, [M+H]=390; Yields the product NC1=C(C(=O)NC2=CC=NC=C2)C=C(C=N1)C1=CC(=CC=C1)C(N(CC)CC)=O (2-Amino-5-(3-diethylcarbamoyl-phenyl)-N-pyridin-4-yl-nicotin-amide). Reactants: NC1=C(C=C(C=N1)C=1C=C(C(=O)O)C=CC1)C(NC1=CC=NC=C1)=O (3-[6-amino-5-(pyridin-4-ylcarbamoyl)-pyridin-3-yl]-benzoic acid), C(C)NCC (diethyl amine). Reactants: ClC1=CC=C(C=C1)N1C(CCC1C1=CC=C(C=C1)[N+](=O)[O-])C1=CC=C(C=C1)[N+](=O)[O-] (1-(4-chlorophenyl)-2,5-bis(4-nitrophenyl)pyrrolidine). Reagents/catalysts: [Pt](=O)=O (platinum(IV) oxide). Solvent: CCO (EtOH), C1CCOC1 (THF). Run at time 8 hour. Product: ClC1=CC=C(C=C1)N1[C@H](CC[C@@H]1C1=CC=C(N)C=C1)C1=CC=C(N)C=C1 (4,4′-(trans-1-(4-chlorophenyl)pyrrolidine-2,5-diyl)dianiline). As a reaction SMILES: [Cl:1][C:2]1[CH:7]=[CH:6][C:5]([N:8]2[CH:12]([C:13]3[CH:18]=[CH:17][C:16]([N+:19]([O-])=O)=[CH:15][CH:14]=3)[CH2:11][CH2:10][CH:9]2[C:22]2[CH:27]=[CH:26][C:25]([N+:28]([O-])=O)=[CH:24][CH:23]=2)=[CH:4][CH:3]=1>CCO.C1COCC1.[Pt](=O)=O>[Cl:1][C:2]1[CH:7]=[CH:6][C:5]([N:8]2[C@@H:12]([C:13]3[CH:18]=[CH:17][C:16]([NH2:19])=[CH:15][CH:14]=3)[CH2:11][CH2:10][C@@H:9]2[C:22]2[CH:23]=[CH:24][C:25]([NH2:28])=[CH:26][CH:27]=2)=[CH:4][CH:3]=1. Procedure details: To a solution of the product of example 85A (0.214 g, 0.505 mmol) in EtOH (2.52 mL) and THF (2.52 mL) was added platinum(IV) oxide (0.115 g, 0.505 mmol), and the resulting mixture was stirred at rt under 1 atm H2 overnight. The mixture was filtered through celite, and the filtrate was concentrated in vacuo. The crude product was purified by column chromatography on silica gel using a solvent gradient of 0-12% EtOAc in hexane to give a mixture of the title compound and some dechlorinated product ... Reactants: BrC=1C=C(C=CC1CBr)C1=NOC(C1)(C(F)(F)F)C1=CC(=CC(=C1)Cl)Cl (3-[3-bromo-4-(bromomethyl)phenyl]-5-(3,5-dichlorophenyl)-5-(trifluoromethyl)-4,5-dihydroisoxazole), CN1N=NNC1=O (1-methyl-1,4-dihydro-5H-tetrazol-5-one), C([O-])([O-])=O.[K+].[K+] (potassium carbonate). Reaction SMILES: [Br:1][C:2]1[CH:3]=[C:4]([C:10]2[CH2:14][C:13]([C:19]3[CH:24]=[C:23]([Cl:25])[CH:22]=[C:21]([Cl:26])[CH:20]=3)([C:15]([F:18])([F:17])[F:16])[O:12][N:11]=2)[CH:5]=[CH:6][C:7]=1[CH2:8]Br.[CH3:27][N:28]1[C:32](=[O:33])[NH:31][N:30]=[N:29]1.C(=O)([O-])[O-].[K+].[K+]>CN(C)C=O.C(OC)(C)(C)C>[Br:1][C:2]1[CH:3]=[C:4]([C:10]2[CH2:14][C:13]([C:19]3[CH:24]=[C:23]([Cl:25])[CH:22]=[C:21]([Cl:26])[CH:20]=3)([C:15]([F:18])([F:17])[F:16])[O:12][N:11]=2)[CH:5]=[CH:6][C:7]=1[CH2:8][N:31]1[C:32](=[O:33])[N:28]([CH3:27])[N:29]=[N:30]1 |f:2.3.4|. Procedure details: A solution of 3-[3-bromo-4-(bromomethyl)phenyl]-5-(3,5-dichlorophenyl)-5-(trifluoromethyl)-4,5-dihydroisoxazole (0.3 g), 1-methyl-1,4-dihydro-5H-tetrazol-5-one (0.06 g) and potassium carbonate (0.16 g) in N,N-dimethylformamide (10 mL) was stirred for 3 hours at room temperature. After the reaction mixture was diluted with t-butylmethylether, the solution was washed with water and saturated brine. The organic layer was dried over anhydrous magnesium sulfate. The solvent was distilled off under re... Isolated yield 32.2%. Run in CN(C=O)C (N,N-dimethylformamide), C(C)(C)(C)OC (t-butylmethylether). Product: BrC1=C(CN2N=NN(C2=O)C)C=CC(=C1)C1=NOC(C1)(C(F)(F)F)C1=CC(=CC(=C1)Cl)Cl (1-{2-bromo-4-[5-(3,5-dichlorophenyl)-5-(trifluoromethyl)-4,5-dihydroisoxazol-3-yl]benzyl}-4-methyl-1,4-dihydro-5H-tetrazol-5-one). Yields the product FC(C(C)(O)C1=CC=C(C=C1)N1[C@H](CN(CC1)S(=O)(=O)C=1SC=CC1)CSC1=CC=CC=C1)(F)F (1,1,1-trifluoro-2-(4-((2R)-2-((phenylsulfanyl)methyl)-4-(2-thiophenylsulfonyl)-1-piperazinyl)phenyl)-2-propanol). Run at temperature 140 celsius. Yield: 78.0%. Solvent: C(C)#N (acetonitrile). Procedure details: To a 5-mL microwave vial was added ((2R)-4-(thiophen-2-ylsulfonyl)-1-(4-(1,1,1-trifluoro-2-hydroxypropan-2-yl)phenyl)piperazin-2-yl)methyl methanesulfonate (0.200 g, 0.378 mmol, Intermediate B), potassium carbonate (0.105 g, 0.757 mmol), thiophenol (0.076 mL, 0.76 mmol, Aldrich, St. Louis, Mo.), and acetonitrile (3.0 mL). The vial was sealed and heated in an Initiator microwave reactor (Biotage AB, Inc., Uppsala, Sweden) at 140° C. for 40 min. The reaction mixture was filtered and the filtrate w... RXN SMILES: CS(O[CH2:6][C@H:7]1[CH2:12][N:11]([S:13]([C:16]2[S:17][CH:18]=[CH:19][CH:20]=2)(=[O:15])=[O:14])[CH2:10][CH2:9][N:8]1[C:21]1[CH:26]=[CH:25][C:24]([C:27]([OH:33])([CH3:32])[C:28]([F:31])([F:30])[F:29])=[CH:23][CH:22]=1)(=O)=O.C(=O)([O-])[O-].[K+].[K+].[C:40]1([SH:46])[CH:45]=[CH:44][CH:43]=[CH:42][CH:41]=1>C(#N)C>[F:30][C:28]([F:31])([F:29])[C:27]([C:24]1[CH:23]=[CH:22][C:21]([N:8]2[CH2:9][CH2:10][N:11]([S:13]([C:16]3[S:17][CH:18]=[CH:19][CH:20]=3)(=[O:14])=[O:15])[CH2:12][C@@H:7]2[CH2:6][S:46][C:40]2[CH:45]=[CH:44][CH:43]=[CH:42][CH:41]=2)=[CH:26][CH:25]=1)([OH:33])[CH3:32] |f:1.2.3|. Starting materials: CS(=O)(=O)OC[C@@H]1N(CCN(C1)S(=O)(=O)C=1SC=CC1)C1=CC=C(C=C1)C(C(F)(F)F)(C)O (((2R)-4-(2-thiophenylsulfonyl)-1-(4-(2,2,2-trifluoro-1-hydroxy-1-methylethyl)phenyl)-2-piperazinyl)methyl methanesulfonate), CS(=O)(=O)OC[C@@H]1N(CCN(C1)S(=O)(=O)C=1SC=CC1)C1=CC=C(C=C1)C(C(F)(F)F)(C)O (((2R)-4-(2-thiophenylsulfonyl)-1-(4-(2,2,2-trifluoro-1-hydroxy-1-methylethyl)phenyl)-2-piperazinyl)methyl methanesulfonate), C([O-])([O-])=O.[K+].[K+] (potassium carbonate), C1(=CC=CC=C1)S (thiophenol). The reactants are [OH-].[Na+] (sodium hydroxide), O (water), [Na] (sodium), ethyl propionyl acetate, C(C1=CC=CC=C1)N=[N+]=[N-] (benzyl azide). Run in C(C)O (ethanol). Product: C(C1=CC=CC=C1)N1N=NC(=C1CC)C(=O)O (Benzyl-5-ethyl-1H-1,2,3-triazole-4-carboxylic acid). Reaction SMILES: [Na].[CH2:2]([N:9]=[N+:10]=[N-:11])[C:3]1[CH:8]=[CH:7][CH:6]=[CH:5][CH:4]=1.[OH-:12].[Na+].[OH2:14]>C(O)C>[CH2:2]([N:9]1[C:3]([CH2:8][CH3:7])=[C:4]([C:5]([OH:14])=[O:12])[N:11]=[N:10]1)[C:3]1[CH:8]=[CH:7][CH:6]=[CH:5][CH:4]=1 |f:2.3,^1:0|. Reported procedure: To a solution of 4.3 grams (g) (187 mmoles) of sodium pellets in 80 milliliters (ml) of absolute ethanol under nitrogen was added 18.0 g (125 mmoles) of ethyl propionyl acetate followed by 16.6 g (125 mmoles) of benzyl azide. The resulting reaction mixture was stirred under reflux for two days. Upon cooling to room temperature, 45 ml of 4N aqueous sodium hydroxide was added dropwise and the mixture was refluxed for 3 hours. The reaction was again cooled to room temperature and concentration in v... Reactants: FC(C(=O)O)(F)F (trifluoroacetic acid), O1C(OCC1)CN1C(C=C(C2=CC=CC=C12)Cl)=O (1-(1,3-dioxolan-2-ylmethyl)-4-chloroquinolin-2(1H)-one). Conditions: time 8 hour. Product: ClC1=CC(N(C2=CC=CC=C12)CC=O)=O ((4-chloro-2-oxoquinolin-1(2H)-yl)acetaldehyde). As a reaction SMILES: FC(F)(F)C(O)=O.[O:8]1CCO[CH:9]1[CH2:13][N:14]1[C:23]2[C:18](=[CH:19][CH:20]=[CH:21][CH:22]=2)[C:17]([Cl:24])=[CH:16][C:15]1=[O:25]>>[Cl:24][C:17]1[C:18]2[C:23](=[CH:22][CH:21]=[CH:20][CH:19]=2)[N:14]([CH2:13][CH:9]=[O:8])[C:15](=[O:25])[CH:16]=1. Procedure details: Into 3 mL of a 90% aqueous trifluoroacetic acid solution, 156 mg of 1-(1,3-dioxolan-2-ylmethyl)-4-chloroquinolin-2(1H)-one was dissolved, and the mixture was stirred at room temperature overnight. The solvent was removed under reduced pressure, and the reaction mixture was alkalified with an aqueous saturated sodium hydrogen carbonate solution, and then extracted with ethyl acetate. The organic layer was washed sequentially with water and an aqueous saturated sodium chloride solution, and dried ...